From a dataset of the Open Reaction Database (ORD), a public repository of structured organic reaction records. describe an organic reaction: reactants, conditions, products, and yield Starting materials: IC1=CC2=C(N(C=N2)CCN2CCCC2)C=C1 (5-iodo-1-(2-pyrrolidin-1-yl-ethyl)-1H-benzimidazole), ClC1=CC=C(C=C1)C=1C=CC(=NC1)C#C (5-(4-chloro-phenyl)-2-ethynyl-pyridine). Yields the product ClC1=CC=C(C=C1)C=1C=CC(=NC1)C#CC1=CC2=C(N(C=N2)CCN2CCCC2)C=C1 (5-[5-(4-chloro-phenyl)-pyridin-2-ylethynyl]-1-(2-pyrrolidin-1-yl-ethyl)-1H-benzimidazole). RXN SMILES: I[C:2]1[CH:17]=[CH:16][C:5]2[N:6]([CH2:9][CH2:10][N:11]3[CH2:15][CH2:14][CH2:13][CH2:12]3)[CH:7]=[N:8][C:4]=2[CH:3]=1.[Cl:18][C:19]1[CH:24]=[CH:23][C:22]([C:25]2[CH:26]=[CH:27][C:28]([C:31]#[CH:32])=[N:29][CH:30]=2)=[CH:21][CH:20]=1>>[Cl:18][C:19]1[CH:20]=[CH:21][C:22]([C:25]2[CH:26]=[CH:27][C:28]([C:31]#[C:32][C:2]3[CH:17]=[CH:16][C:5]4[N:6]([CH2:9][CH2:10][N:11]5[CH2:15][CH2:14][CH2:13][CH2:12]5)[CH:7]=[N:8][C:4]=4[CH:3]=3)=[N:29][CH:30]=2)=[CH:23][CH:24]=1. Reported procedure: Prepared according to general working method I from 5-iodo-1-(2-pyrrolidin-1-yl-ethyl)-1H-benzimidazole (150 mg, 0.44 mmol) and 5-(4-chloro-phenyl)-2-ethynyl-pyridine (94 mg, 0.44 mmol). The reactants are COC(CNC([C@@H](NC(CNC(CNC(=O)OC(C)(C)C)=O)=O)C)=O)=O (t-Butyloxycarbonyl-glycyl-glycyl-alanyl-glycine Methyl Ester), O.NN (hydrazine hydrate). Run in CO (methanol). Reaction conditions: temperature 0 celsius, time 8 hour. Yields the product C(C)(C)(C)OC(=O)NCC(=O)NCC(=O)N[C@@H](C)C(=O)NCC(=O)NN (t-Butyloxycarbonyl-glycyl-glycyl-alanyl-glycine Hydrazide). As a reaction SMILES: CO[C:3](=[O:26])[CH2:4][NH:5][C:6](=[O:25])[C@H:7]([CH3:24])[NH:8][C:9](=[O:23])[CH2:10][NH:11][C:12](=[O:22])[CH2:13][NH:14][C:15]([O:17][C:18]([CH3:21])([CH3:20])[CH3:19])=[O:16].O.[NH2:28][NH2:29]>CO>[C:18]([O:17][C:15]([NH:14][CH2:13][C:12]([NH:11][CH2:10][C:9]([NH:8][C@H:7]([C:6]([NH:5][CH2:4][C:3]([NH:28][NH2:29])=[O:26])=[O:25])[CH3:24])=[O:23])=[O:22])=[O:16])([CH3:19])([CH3:20])[CH3:21] |f:1.2|. Reported procedure: To a cooled (ice bath), stirred solution of Boc-Gly-Gly-Ala-Gly-OMe (2.5 g, 6.7 mmoles, described in Example 4) in methanol (50 ml) is added hydrazine hydrate (2.5 ml). The solution is stirred at 0° C for 3 hr and at room temperature overnight. The precipitate is separated by filtration, washed with methanol and dried to yield the title compound; amino acid analysis: Gly 3, Ala 0.99. The reactants are FC(C(=O)O)(F)F.FC(C(=O)O)(F)F.ClC=1C=NC=2NC=3C=CC=C(CCC4=C(C=CC(NC1N2)=C4)NC(CC4CCNCC4)=O)C3 (N-[6-chloro-2,4,8,22-tetraazatetracyclo[14.3.1.1(3,7).1(9,13)]docosa-1(20), 3(22),4,6,9(21),10,12,16,18-nonaen-12-yl]-2-piperidin-4-ylacetamide bis(trifluoroacetate)), CN(C(=O)Cl)C (N,N-dimethylcarbamoyl chloride). Product: FC(C(=O)O)(F)F.ClC=1C=NC=2NC=3C=CC=C(CCC4=C(C=CC(NC1N2)=C4)NC(CC4CCN(CC4)C(=O)N(C)C)=O)C3 (4-(2-{[6-Chloro-2,4,8,22-tetraazatetracyclo[14.3.1.1(3,7).1(9,13)]docosa-1(20),3(22),4,6,9(21),10,12,16,18-nonaen-12-yl]amino}-2-oxoethyl)-N,N-dimethylpiperidine-1-carboxamide trifluoroacetate). The yield is 48.0%. RXN SMILES: [F:1][C:2]([F:7])([F:6])[C:3]([OH:5])=[O:4].FC(F)(F)C(O)=O.[Cl:15][C:16]1[CH:17]=[N:18][C:19]2[NH:20][C:21]3[CH:22]=[CH:23][CH:24]=[C:25]([CH:47]=3)[CH2:26][CH2:27][C:28]3[CH:36]=[C:32]([NH:33][C:34]=1[N:35]=2)[CH:31]=[CH:30][C:29]=3[NH:37][C:38](=[O:46])[CH2:39][CH:40]1[CH2:45][CH2:44][NH:43][CH2:42][CH2:41]1.[CH3:48][N:49]([CH3:53])[C:50](Cl)=[O:51]>>[F:1][C:2]([F:7])([F:6])[C:3]([OH:5])=[O:4].[Cl:15][C:16]1[CH:17]=[N:18][C:19]2[NH:20][C:21]3[CH:22]=[CH:23][CH:24]=[C:25]([CH:47]=3)[CH2:26][CH2:27][C:28]3[CH:36]=[C:32]([NH:33][C:34]=1[N:35]=2)[CH:31]=[CH:30][C:29]=3[NH:37][C:38](=[O:46])[CH2:39][CH:40]1[CH2:45][CH2:44][N:43]([C:50]([N:49]([CH3:53])[CH3:48])=[O:51])[CH2:42][CH2:41]1 |f:0.1.2,4.5|. Procedure details: The desired compound was prepared according to the procedure of Example A9, step H using N-[6-chloro-2,4,8,22-tetraazatetracyclo[14.3.1.1(3,7).1(9,13)]docosa-1(20), 3(22),4,6,9(21),10,12,16,18-nonaen-12-yl]-2-piperidin-4-ylacetamide bis(trifluoroacetate) and N,N-dimethylcarbamoyl chloride as starting materials in 48% yield. 1H NMR (300 MHz, DMSO-d6): δ 9.57 (s, 1H), 9.43 (s, 1H), 9.32 (s, 1H), 8.17 (s, 1H), 7.97 (s, 1H), 7.72 (s, 1H), 7.21 (d, 1H), 7.10 (m, 1H), 7.01 (d, 1H), 6.88 (d, 1H), 6.80 ... Starting materials: CC(=O)O[BH-](OC(C)=O)OC(C)=O, c1ccc(CC2CCNCC2)cc1, CC(=O)O, O=Cc1ccc(OCCCN2CCCCC2)cc1, [Na+], [Na+], [OH-]. The product is c1ccc(CC2CCN(Cc3ccc(OCCCN4CCCCC4)cc3)CC2)cc1. Reaction SMILES: [C:32]([O:33][BH-:34]([O:35][C:36](=[O:37])[CH3:38])[O:39][C:40](=[O:41])[CH3:42])(=[O:43])[CH3:44].[CH2:19]([c:20]1[cH:21][cH:22][cH:23][cH:24][cH:25]1)[CH:26]1[CH2:27][CH2:28][NH:29][CH2:30][CH2:31]1.[CH3:48][C:49](=[O:50])[OH:51].[N:1]1([CH2:7][CH2:8][CH2:9][O:10][c:11]2[cH:12][cH:13][c:14]([CH:15]=[O:16])[cH:17][cH:18]2)[CH2:2][CH2:3][CH2:4][CH2:5][CH2:6]1.[Na+:45].[Na+:47].[OH-:46]>>[N:1]1([CH2:7][CH2:8][CH2:9][O:10][c:11]2[cH:12][cH:13][c:14]([CH2:15][N:29]3[CH2:28][CH2:27][CH:26]([CH2:19][c:20]4[cH:21][cH:22][cH:23][cH:24][cH:25]4)[CH2:31][CH2:30]3)[cH:17][cH:18]2)[CH2:2][CH2:3][CH2:4][CH2:5][CH2:6]1. The reactants are CC(C)(C)[O-], CCCCCC, CS(C)=O, CCOC(C)=O, ClCc1ccccc1, [K+], N#Cc1ccc(O)c(O)c1. The product is N#Cc1ccc(OCc2ccccc2)c(O)c1. Reaction SMILES: [CH3:11][C:12]([CH3:13])([O-:14])[CH3:15].[CH3:25][CH2:26][CH2:27][CH2:28][CH2:29][CH3:30].[CH3:31][S:32]([CH3:33])=[O:34].[CH3:35][CH2:36][O:37][C:38](=[O:39])[CH3:40].[Cl:17][CH2:18][c:19]1[cH:20][cH:21][cH:22][cH:23][cH:24]1.[K+:16].[OH:1][c:2]1[cH:3][c:4]([C:5]#[N:6])[cH:7][cH:8][c:9]1[OH:10]>>[OH:1][c:2]1[cH:3][c:4]([C:5]#[N:6])[cH:7][cH:8][c:9]1[O:10][CH2:18][c:19]1[cH:20][cH:21][cH:22][cH:23][cH:24]1. The reactants are [H-].[Na+] (sodium hydride), O (water), BrC1=NC(=CC=C1)Br (2,6-dibromopyridine), C(C)OCCO (2-ethoxyethanol). Run in CN(C=O)C (N,N-dimethylformamide), CN(C=O)C (N,N-dimethylformamide), CN(C=O)C (N,N-dimethylformamide). Product: BrC1=NC(=CC=C1)OCCOCC (2-Bromo-6-(2-ethoxyethyl)oxypyridine). Reaction SMILES: [H-].[Na+].[CH2:3]([O:5][CH2:6][CH2:7][OH:8])[CH3:4].Br[C:10]1[CH:15]=[CH:14][CH:13]=[C:12]([Br:16])[N:11]=1.O>CN(C)C=O>[Br:16][C:12]1[CH:13]=[CH:14][CH:15]=[C:10]([O:8][CH2:7][CH2:6][O:5][CH2:3][CH3:4])[N:11]=1 |f:0.1|. Procedure: 1.7 g of 60% oily sodium hydride was suspended in 20 ml of N,N-dimethylformamide, followed by adding a solution of 10 ml of N,N-dimethylformamide containing 4.1 ml of 2-ethoxyethanol thereto with stirring under ice-cooling. After stirring for 20 minutes, a solution of 10 ml of N,N-dimethylformamide containing 5 g of 2,6-dibromopyridine was added thereto and the mixture was further stirred at room temperature for one hour. Then, water was added thereto, and the mixture was extracted with ethyl ac... The reactants are IC (iodomethane), C(C1=CC=CC=C1)OC1=CC=C(C=C1)N1C(=CC2=CC(=CC=C12)OC)CO ([1-(4-Benzyloxyphenyl)-5-methoxy-1H-indol-2-yl]methanol). The reagents and catalysts are [Ag-]=O (silver(I) oxide). The solvent is C(C)#N (acetonitrile). Reaction conditions: temperature 40 celsius, time 8 hour. The product is ethyl acetate hexanes, C(C1=CC=CC=C1)OC1=CC=C(C=C1)N1C(=CC2=CC(=CC=C12)OC)COC (1-(4-Benzyloxyphenyl)-5-methoxy-2-methoxymethyl-1H-indole). Yield: 76.5%. RXN SMILES: [CH2:1]([O:8][C:9]1[CH:14]=[CH:13][C:12]([N:15]2[C:23]3[C:18](=[CH:19][C:20]([O:24][CH3:25])=[CH:21][CH:22]=3)[CH:17]=[C:16]2[CH2:26][OH:27])=[CH:11][CH:10]=1)[C:2]1[CH:7]=[CH:6][CH:5]=[CH:4][CH:3]=1.I[CH3:29]>C(#N)C.[Ag-]=O>[CH2:1]([O:8][C:9]1[CH:14]=[CH:13][C:12]([N:15]2[C:23]3[C:18](=[CH:19][C:20]([O:24][CH3:25])=[CH:21][CH:22]=3)[CH:17]=[C:16]2[CH2:26][O:27][CH3:29])=[CH:11][CH:10]=1)[C:2]1[CH:7]=[CH:6][CH:5]=[CH:4][CH:3]=1. Procedure: [1-(4-Benzyloxyphenyl)-5-methoxy-1H-indol-2-yl]methanol (0.2 g, 0.56 mmol) was dissolved in acetonitrile (2 mL), and iodomethane (0.35 mL, 5.6 mmol) and silver(I) oxide (0.39 g, 1.68 mmol) were added. The mixture was stirred overnight at 40° C., then cooled to room temperature and filtered through a pad of Celite. The filtrate was concentrated. SiO2 chromatography with 3-50% ethyl acetate/hexanes gave 0.16 g (77% yield) of the desired product. LC-MS (C24H23NO3 calc'd 373) m/z 374 (M+H).